From a dataset of the Open Reaction Database (ORD), a public repository of structured organic reaction records. describe an organic reaction: reactants, conditions, products, and yield Reactants: S1C=CC2=C1C=CC=C2 (benzothiophene), C(CCC)[Li] (Butyl lithium), COC(C(=O)N1CCOCC1)OC (N-(dimethoxyacetyl)morpholine). Run in C1CCOC1 (THF), C1CCOC1 (THF). The product is COC(C(=O)C=1SC2=C(C1)C=CC=C2)OC (2-(Dimethoxyacetyl)benzothiophene). Reaction SMILES: [S:1]1[C:5]2[CH:6]=[CH:7][CH:8]=[CH:9][C:4]=2[CH:3]=[CH:2]1.C([Li])CCC.[CH3:15][O:16][CH:17]([O:26][CH3:27])[C:18](N1CCOCC1)=[O:19]>C1COCC1>[CH3:15][O:16][CH:17]([O:26][CH3:27])[C:18]([C:2]1[S:1][C:5]2[CH:6]=[CH:7][CH:8]=[CH:9][C:4]=2[CH:3]=1)=[O:19]. Procedure details: A solution of benzothiophene (7.11 g., 0.053 mol) in 120 ml. dry THF was cooled to 0°. Butyl lithium (35.3 ml. of 1.5M in hexane, 0.053 mol) was added dropwise, maintaining 0°-5°, and the mixture then warmed to ambient temperature for 1.25 hours, cooled to -75° C. and N-(dimethoxyacetyl)morpholine (10.0 g., 0.053 mol) in 50 ml. dry THF added dropwise maintaining -75° to -70°. The reaction was quenched by adding to 300 ml. saturated NH4Cl and 300 ml. ether. The organic layer was separated, washed... Reactants: CO, CC1(C)OC2C=CC(C(O)CN)C2O1. The product is CC1(C)OC2CCC(C(O)CN)C2O1. Reaction SMILES: [CH3:15][OH:16].[NH2:1][CH2:2][CH:3]([OH:4])[CH:5]1[CH:6]=[CH:7][CH:8]2[O:9][C:10]([CH3:13])([CH3:14])[O:11][CH:12]12>>[NH2:1][CH2:2][CH:3]([OH:4])[CH:5]1[CH2:6][CH2:7][CH:8]2[O:9][C:10]([CH3:13])([CH3:14])[O:11][CH:12]12. Reactants: CCCc1cnc(N2CCC(Oc3ccn(-c4ccc(S(=O)(=O)NC(C)(C)C)cc4)c(=O)c3)CC2)nc1, ClCCl, O=C(O)C(F)(F)F. The product is CCCc1cnc(N2CCC(Oc3ccn(-c4ccc(S(N)(=O)=O)cc4)c(=O)c3)CC2)nc1. As a reaction SMILES: [C:1]([CH3:2])([CH3:3])([CH3:4])[NH:5][S:6](=[O:7])(=[O:8])[c:9]1[cH:10][cH:11][c:12](-[n:15]2[c:16](=[O:37])[cH:17][c:18]([O:21][CH:22]3[CH2:23][CH2:24][N:25]([c:28]4[n:29][cH:30][c:31]([CH2:34][CH2:35][CH3:36])[cH:32][n:33]4)[CH2:26][CH2:27]3)[cH:19][cH:20]2)[cH:13][cH:14]1.[Cl:45][CH2:46][Cl:47].[F:38][C:39]([F:40])([F:41])[C:42]([OH:43])=[O:44]>>[NH2:5][S:6](=[O:7])(=[O:8])[c:9]1[cH:10][cH:11][c:12](-[n:15]2[c:16](=[O:37])[cH:17][c:18]([O:21][CH:22]3[CH2:23][CH2:24][N:25]([c:28]4[n:29][cH:30][c:31]([CH2:34][CH2:35][CH3:36])[cH:32][n:33]4)[CH2:26][CH2:27]3)[cH:19][cH:20]2)[cH:13][cH:14]1. Starting materials: ClC1=CC2=C(C(=N1)C=O)C(=NN2C(C2=CC=CC=C2)(C2=CC=CC=C2)C2=CC=CC=C2)OC (6-chloro-3-methoxy-1-trityl-1H-pyrazolo[4,3-c]pyridine-4-carbaldehyde), ClC1=CC2=C(C(=N1)C=O)C(=NN2C(C2=CC=CC=C2)(C2=CC=CC=C2)C2=CC=CC=C2)OC (6-chloro-3-methoxy-1-trityl-1H-pyrazolo[4,3-c]pyridine-4-carbaldehyde), C[Mg]Br (methylmagnesium bromide). The solvent is C1CCOC1 (THF). Reaction conditions: temperature -78 celsius, time 1 hour. The product is ClC1=CC2=C(C(=N1)C(C)O)C(=NN2C(C2=CC=CC=C2)(C2=CC=CC=C2)C2=CC=CC=C2)OC (1-(6-chloro-3-methoxy-1-trityl-1H-pyrazolo[4,3-c]pyridin-4-yl)ethanol). As a reaction SMILES: [Cl:1][C:2]1[N:7]=[C:6]([CH:8]=[O:9])[C:5]2[C:10]([O:32][CH3:33])=[N:11][N:12]([C:13]([C:26]3[CH:31]=[CH:30][CH:29]=[CH:28][CH:27]=3)([C:20]3[CH:25]=[CH:24][CH:23]=[CH:22][CH:21]=3)[C:14]3[CH:19]=[CH:18][CH:17]=[CH:16][CH:15]=3)[C:4]=2[CH:3]=1.[CH3:34][Mg]Br>C1COCC1>[Cl:1][C:2]1[N:7]=[C:6]([CH:8]([OH:9])[CH3:34])[C:5]2[C:10]([O:32][CH3:33])=[N:11][N:12]([C:13]([C:14]3[CH:19]=[CH:18][CH:17]=[CH:16][CH:15]=3)([C:20]3[CH:21]=[CH:22][CH:23]=[CH:24][CH:25]=3)[C:26]3[CH:27]=[CH:28][CH:29]=[CH:30][CH:31]=3)[C:4]=2[CH:3]=1. Procedure details: Chloro-3-methoxy-1-trityl-1H-pyrazolo[4,3-c]pyridine-4-carbaldehyde (Intermediate 11B, 535 mg, 1.2 mmol) was dissolved in THF (8 ml) cooled to −78° C. and charged with methylmagnesium bromide (3M, 0.786 ml, 2.357 mmol). The reaction was allowed to stir for 1 hr, eventually reaching 0° C. The reaction was slowly quenched with saturated ammonium chloride (3 mL) and partioned between EtOAc 2×10 mL, washed with brine, dried over MgSO4, filtered, and concentrated in vacuo. The residue was then loaded... Reactants: FC(C(=O)O)(F)F.C(CCC)OC1=NC(=C2N=C(NC2=N1)OC)N (2-(Butyloxy)-8-(methyloxy)-9H-purin-6-amine trifluoroacetate), C([O-])([O-])=O.[K+].[K+] (potassium carbonate), BrCCCCCl (1-bromo-4-chlorobutane). Solvent: CN(C)C=O (DMF). Run at temperature 50 celsius, time 20 hour. Product: C(CCC)OC1=NC(=C2N=C(N(C2=N1)CCCCCl)OC)N (2-(Butyloxy)-9-(4-chlorobutyl)-8-(methyloxy)-9H-purin-6-amine). The yield is 75.1%. As a reaction SMILES: FC(F)(F)C(O)=O.[CH2:8]([O:12][C:13]1[N:21]=[C:20]2[C:16]([N:17]=[C:18]([O:22][CH3:23])[NH:19]2)=[C:15]([NH2:24])[N:14]=1)[CH2:9][CH2:10][CH3:11].C(=O)([O-])[O-].[K+].[K+].Br[CH2:32][CH2:33][CH2:34][CH2:35][Cl:36]>CN(C=O)C>[CH2:8]([O:12][C:13]1[N:21]=[C:20]2[C:16]([N:17]=[C:18]([O:22][CH3:23])[N:19]2[CH2:32][CH2:33][CH2:34][CH2:35][Cl:36])=[C:15]([NH2:24])[N:14]=1)[CH2:9][CH2:10][CH3:11] |f:0.1,2.3.4|. Procedure details: 2-(Butyloxy)-8-(methyloxy)-9H-purin-6-amine trifluoroacetate (2 g, 5.69 mmol) and potassium carbonate (1.967 g, 14.23 mmol) were suspended in DMF (20 ml) and heated to 50° C., under nitrogen for 30 mins. The mixture was cooled to room temperature, 1-bromo-4-chlorobutane (0.656 ml, 5.69 mmol) was added and stirring continued at room temperature for 20 hours. The solvent was evaporated under reduced pressure and the residue was partitioned between DCM (40 ml) and water (40 ml). The layers were sep... The reactants are C1(CC1)N(C(=O)C=1[C@H](N(CCC1C1=CC=C(C=C1)OCCOC1=C(C=CC=C1Cl)Cl)C(=O)OC(C)(C)C)COCOC)CC1=C(C(=CC=C1)Cl)Cl ((S)-Tert-butyl 3-(cyclopropyl(2,3-dichlorobenzyl)carbamoyl)-4-(4-(2-(2,6-dichlorophenoxy)ethoxy)phenyl)-2-((methoxymethoxy)methyl)-5,6-dihydropyridine-1(2H)-carboxylate). The solvent is Cl (HCl), CO (methanol). Run at temperature 55 celsius, time 1 hour. Product: C1(CC1)N(C(=O)C=1[C@H](NCCC1C1=CC=C(C=C1)OCCOC1=C(C=CC=C1Cl)Cl)CO)CC1=C(C(=CC=C1)Cl)Cl ((S)-N-cyclopropyl-N-(2,3-dichlorobenzyl)-4-(4-(2-(2,6-dichlorophenoxy)ethoxy)phenyl)-2-(hydroxymethyl)-1,2,5,6-tetrahydropyridine-3-carboxamide). Yield: 60.4%. As a reaction SMILES: [CH:1]1([N:4]([CH2:43][C:44]2[CH:49]=[CH:48][CH:47]=[C:46]([Cl:50])[C:45]=2[Cl:51])[C:5]([C:7]2[C@@H:8]([CH2:38][O:39]COC)[N:9](C(OC(C)(C)C)=O)[CH2:10][CH2:11][C:12]=2[C:13]2[CH:18]=[CH:17][C:16]([O:19][CH2:20][CH2:21][O:22][C:23]3[C:28]([Cl:29])=[CH:27][CH:26]=[CH:25][C:24]=3[Cl:30])=[CH:15][CH:14]=2)=[O:6])[CH2:3][CH2:2]1>Cl.CO>[CH:1]1([N:4]([CH2:43][C:44]2[CH:49]=[CH:48][CH:47]=[C:46]([Cl:50])[C:45]=2[Cl:51])[C:5]([C:7]2[C@@H:8]([CH2:38][OH:39])[NH:9][CH2:10][CH2:11][C:12]=2[C:13]2[CH:18]=[CH:17][C:16]([O:19][CH2:20][CH2:21][O:22][C:23]3[C:28]([Cl:29])=[CH:27][CH:26]=[CH:25][C:24]=3[Cl:30])=[CH:15][CH:14]=2)=[O:6])[CH2:3][CH2:2]1. Reported procedure: 9A (52 mg, 65 μmol) as prepared in Example 9, Step A, was dissolved in 1.25 M HCl in methanol and stirred at 55° C. for 1 hour. Solvent was removed under vacuum. The residue was purified by preparatory LCMS (water:acetonitrile, 45-60%) to give Compound 6 (25 mg, 61%). ESI-MS:m/z 635.2 (M+H)+. The reactants are [Li]CCCC, CCCCCC, OC(Cc1ccccc1Cl)(Cn1cncn1)C1(Cl)CC1, S, O=S(=O)(O)O. Yields the product OC(Cc1ccccc1Cl)(Cn1ncnc1S)C1(Cl)CC1. As a reaction SMILES: [CH2:1]([Li:2])[CH2:3][CH2:4][CH3:5].[CH3:32][CH2:33][CH2:34][CH2:35][CH2:36][CH3:37].[Cl:6][C:7]1([C:10]([CH2:11][c:12]2[c:13]([Cl:18])[cH:14][cH:15][cH:16][cH:17]2)([CH2:19][n:20]2[n:21][cH:22][n:23][cH:24]2)[OH:25])[CH2:8][CH2:9]1.[S:26].[S:27](=[O:28])(=[O:29])([OH:30])[OH:31]>>[Cl:6][C:7]1([C:10]([CH2:11][c:12]2[c:13]([Cl:18])[cH:14][cH:15][cH:16][cH:17]2)([CH2:19][n:20]2[n:21][cH:22][n:23][c:24]2[SH:27])[OH:25])[CH2:8][CH2:9]1. Starting materials: O=C([O-])[O-], C=CCN1CCN(CCCOc2cc3ncnc(Cl)c3cc2OC)CC1, CCOCC, [K+], [K+], Oc1cnc2[nH]ccc2c1. RXN SMILES: [C:37](=[O:38])([O-:39])[O-:40].[CH2:1]([CH:2]=[CH2:3])[N:4]1[CH2:5][CH2:6][N:7]([CH2:10][CH2:11][CH2:12][O:13][c:14]2[c:15]([O:25][CH3:26])[cH:16][c:17]3[c:18]([Cl:24])[n:19][cH:20][n:21][c:22]3[cH:23]2)[CH2:8][CH2:9]1.[CH3:43][CH2:44][O:45][CH2:46][CH3:47].[K+:41].[K+:42].[OH:27][c:28]1[cH:29][c:30]2[cH:31][cH:32][nH:33][c:34]2[n:35][cH:36]1>>[CH2:1]([CH:2]=[CH2:3])[N:4]1[CH2:5][CH2:6][N:7]([CH2:10][CH2:11][CH2:12][O:13][c:14]2[c:15]([O:25][CH3:26])[cH:16][c:17]3[c:18]([O:27][c:28]4[cH:29][c:30]5[cH:31][cH:32][nH:33][c:34]5[n:35][cH:36]4)[n:19][cH:20][n:21][c:22]3[cH:23]2)[CH2:8][CH2:9]1. Product: C=CCN1CCN(CCCOc2cc3ncnc(Oc4cnc5[nH]ccc5c4)c3cc2OC)CC1. The reactants are C(#N)C1=CC(=C(C=C1)C=1C=NN(C1O)C1=NC=C(C(=O)O)C=C1)C (6-(4-(4-cyano-2-methylphenyl)-5-hydroxy-1H-pyrazol-1-yl)nicotinic acid), Cl.C(C)N=C=NCCCN(C)C (N1-((ethylimino)methylene)-N3,N3-dimethylpropane-1,3-diamine hydrochloride), C=1C=CC2=C(C1)N=NN2O (HOBT), C(C)(C)N(C(C)C)CC (N,N-diisopropylethylamine), C(CC(O)(C(=O)O)CC(=O)O)(=O)O (citric acid), Cl.CN(C1CNC1)C (N,N-dimethylazetidin-3-amine hydrochloride). The solvent is CN(C)C=O (DMF), O (water). Conditions: time 16 hour. The product is CN(C1CN(C1)C(=O)C=1C=CC(=NC1)N1N=CC(=C1O)C1=C(C=C(C#N)C=C1)C)C (4-(1-(5-(3-(dimethylamino)azetidine-1-carbonyl)pyridin-2-yl)-5-hydroxy-1H-pyrazol-4-yl)-3-methylbenzonitrile), citrate salt. As a reaction SMILES: [C:1]([C:3]1[CH:8]=[CH:7][C:6]([C:9]2[CH:10]=[N:11][N:12]([C:15]3[CH:23]=[CH:22][C:18]([C:19]([OH:21])=O)=[CH:17][N:16]=3)[C:13]=2[OH:14])=[C:5]([CH3:24])[CH:4]=1)#[N:2].Cl.C(N=C=NCCCN(C)C)C.C1C=CC2N(O)N=NC=2C=1.C(N(CC)C(C)C)(C)C.Cl.[CH3:57][N:58]([CH3:63])[CH:59]1[CH2:62][NH:61][CH2:60]1.C(O)(=O)CC(CC(O)=O)(C(O)=O)O>CN(C=O)C.O>[CH3:57][N:58]([CH3:63])[CH:59]1[CH2:62][N:61]([C:19]([C:18]2[CH:22]=[CH:23][C:15]([N:12]3[C:13]([OH:14])=[C:9]([C:6]4[CH:7]=[CH:8][C:3]([C:1]#[N:2])=[CH:4][C:5]=4[CH3:24])[CH:10]=[N:11]3)=[N:16][CH:17]=2)=[O:21])[CH2:60]1 |f:1.2,5.6|. Procedure: Combined 6-(4-(4-cyano-2-methylphenyl)-5-hydroxy-1H-pyrazol-1-yl)nicotinic acid (105 mg, 0.328 mmol), N1-((ethylimino)methylene)-N3,N3-dimethylpropane-1,3-diamine hydrochloride (94.0 mg, 0.490 mmol), HOBT (66.4 mg, 0.492 mmol) in DMF (1.0 mL) and added N,N-diisopropylethylamine (0.285 mL, 1.639 mmol). Then added N,N-dimethylazetidin-3-amine hydrochloride (67.2 mg, 0.492 mmol) and the reaction was allowed to stir at room temperature for 16 hours. The reaction mixture was diluted with water (3.5 m...